Dataset: the Open Reaction Database (ORD), a public repository of structured organic reaction records. Task: describe an organic reaction: reactants, conditions, products, and yield Starting materials: ClC1=C(C=C(N=N1)NCC1=C(C=C(C=C1)OC)OC)C ((6-chloro-5-methyl-pyridazin-3-yl)-(2,4-dimethoxy-benzyl)-amine), C(=O)(C(F)(F)F)O (TFA). Run in C(Cl)Cl (DCM). Reaction conditions: time 8 hour. Yields the product ClC1=C(C=C(N=N1)N)C (6-Chloro-5-methyl-pyridazin-3-ylamine). Reaction SMILES: [Cl:1][C:2]1[N:7]=[N:6][C:5]([NH:8]CC2C=CC(OC)=CC=2OC)=[CH:4][C:3]=1[CH3:20].C(O)(C(F)(F)F)=O>C(Cl)Cl>[Cl:1][C:2]1[N:7]=[N:6][C:5]([NH2:8])=[CH:4][C:3]=1[CH3:20]. Procedure details: To a solution of (6-chloro-5-methyl-pyridazin-3-yl)-(2,4-dimethoxy-benzyl)-amine from above (680 mg) in DCM (8 ml) was added TFA (8 ml). The resulting solution was allowed to stand for overnight. The mixture was concentrated to give the titled compound which was used directly for next step.